Dataset: the Open Reaction Database (ORD), a public repository of structured organic reaction records. Task: describe an organic reaction: reactants, conditions, products, and yield The reactants are FC(S(=O)(=O)OS(=O)(=O)C(F)(F)F)(F)F (trifluoromethanesulfonic anhydride), COC1=CC([C@@H]([C@H](C1)C)C(=O)O[C@@H]1C[C@@H](CC[C@H]1C(C)C)C)=O ((1R,3R,4S)-p-menth-3-yl(1R,6S)-4-methoxy-6-methyl-2-oxo-3-cyclohexene-1-carboxylate), [H-].[Na+] (sodium hydride). The solvent is CCOCC (ether), CCOCC (ether). Reaction conditions: temperature 23 celsius, time 5 hour. Yields the product OC1=C([C@H](CC(=C1)OC)C)C(=O)O[C@@H]1C[C@@H](CC[C@H]1C(C)C)C ((1R,3R,4S)-p-menth-3-yl(S)-2-hydroxy-4-methoxy-6-methyl-1,3-cyclohexadiene-1-carboxylate), FC(S(=O)(=O)[O-])(F)F (trifluoromethane-sulfonate). Yield: 288.5%. RXN SMILES: [CH3:1][O:2][C:3]1[CH2:8][C@H:7]([CH3:9])[C@@H:6]([C:10]([O:12][C@H:13]2[C@H:18]([CH:19]([CH3:21])[CH3:20])[CH2:17][CH2:16][C@@H:15]([CH3:22])[CH2:14]2)=[O:11])[C:5](=[O:23])[CH:4]=1.[H-].[Na+].[F:26][C:27]([F:40])([F:39])[S:28]([O:31]S(C(F)(F)F)(=O)=O)(=[O:30])=[O:29]>CCOCC>[OH:23][C:5]1[CH:4]=[C:3]([O:2][CH3:1])[CH2:8][C@H:7]([CH3:9])[C:6]=1[C:10]([O:12][C@H:13]1[C@H:18]([CH:19]([CH3:21])[CH3:20])[CH2:17][CH2:16][C@@H:15]([CH3:22])[CH2:14]1)=[O:11].[F:26][C:27]([F:40])([F:39])[S:28]([O-:31])(=[O:30])=[O:29] |f:1.2|. Reported procedure: A solution of (1R,3R,4S)-p-menth-3-yl(1R,6S)-4-methoxy-6-methyl-2-oxo-3-cyclohexene-1-carboxylate (4, 35.5 g, 110 mmol, 1 equiv) in ether (300 mL) was transferred by cannula over 15 min to a stirring suspension of sodium hydride (3.96 g, 165 mmol, 1.50 equiv) in ether (100 mL) at 0° C. The slurry was allowed to warm to 23° C. over approximately 10 min, and was stirred at that temperature for 5 h. Excess sodium hydride was quenched by the addition of 10-mL aliquots of water to the suspension at 3... The reactants are Cl, [K+], C1CCOC1, [OH-], CCOC(=O)CC1CN=C(c2cc3cccc(NS(=O)(=O)c4cccs4)c3[nH]2)S1. Yields the product O=C(O)CC1CN=C(c2cc3cccc(NS(=O)(=O)c4cccs4)c3[nH]2)S1. As a reaction SMILES: [ClH:32].[K+:31].[O:33]1[CH2:34][CH2:35][CH2:36][CH2:37]1.[OH-:30].[s:1]1[c:2]([S:6](=[O:7])(=[O:8])[NH:9][c:10]2[cH:11][cH:12][cH:13][c:14]3[cH:15][c:16]([C:19]4=[N:23][CH2:22][CH:21]([CH2:24][C:25](=[O:26])[O:27][CH2:28][CH3:29])[S:20]4)[nH:17][c:18]23)[cH:3][cH:4][cH:5]1>>[s:1]1[c:2]([S:6](=[O:7])(=[O:8])[NH:9][c:10]2[cH:11][cH:12][cH:13][c:14]3[cH:15][c:16]([C:19]4=[N:23][CH2:22][CH:21]([CH2:24][C:25](=[O:26])[OH:27])[S:20]4)[nH:17][c:18]23)[cH:3][cH:4][cH:5]1. The reactants are C(C)(C)(C)C1=CC(=NO1)NC(=O)NC1=CC(=CC=C1)SC1=NC=NC2=CC(=C(C=C12)OC)OCCCl (1-(5-tert-Butyl-isoxazol-3-yl)-3-{3-[7-(2-chloro-ethoxy)-6-methoxy-quinazolin-4-ylsulfanyl]-phenyl}-urea), CS(=O)(=O)N1CCNCC1 (1-methane sulfonyl pyperazine), C(C)(C)N(CC)C(C)C (diisopropyl ethylamine). The reagents and catalysts are [I-].C(CCC)[N+](CCCC)(CCCC)CCCC (tetrabutyl ammonium iodide). Solvent: CN(C)C=O (DMF). Reaction conditions: temperature 60 celsius. The product is C(C)(C)(C)C1=CC(=NO1)NC(=O)NC1=CC(=CC=C1)SC1=NC=NC2=CC(=C(C=C12)OC)OCCN1CCN(CC1)S(=O)(=O)C (1-(5-tert-butylisoxazol-3-yl)-3-(3-(6-methoxy-7-(2-(4-(methylsulfonyl)piperazin-1-yl)ethoxy)quinazolin-4-ylthio)phenyl)urea). The yield is 16.8%. As a reaction SMILES: [C:1]([C:5]1[O:9][N:8]=[C:7]([NH:10][C:11]([NH:13][C:14]2[CH:19]=[CH:18][CH:17]=[C:16]([S:20][C:21]3[C:30]4[C:25](=[CH:26][C:27]([O:33][CH2:34][CH2:35]Cl)=[C:28]([O:31][CH3:32])[CH:29]=4)[N:24]=[CH:23][N:22]=3)[CH:15]=2)=[O:12])[CH:6]=1)([CH3:4])([CH3:3])[CH3:2].[CH3:37][S:38]([N:41]1[CH2:46][CH2:45][NH:44][CH2:43][CH2:42]1)(=[O:40])=[O:39].C(N(C(C)C)CC)(C)C>CN(C=O)C.[I-].C([N+](CCCC)(CCCC)CCCC)CCC>[C:1]([C:5]1[O:9][N:8]=[C:7]([NH:10][C:11]([NH:13][C:14]2[CH:19]=[CH:18][CH:17]=[C:16]([S:20][C:21]3[C:30]4[C:25](=[CH:26][C:27]([O:33][CH2:34][CH2:35][N:44]5[CH2:45][CH2:46][N:41]([S:38]([CH3:37])(=[O:40])=[O:39])[CH2:42][CH2:43]5)=[C:28]([O:31][CH3:32])[CH:29]=4)[N:24]=[CH:23][N:22]=3)[CH:15]=2)=[O:12])[CH:6]=1)([CH3:4])([CH3:3])[CH3:2] |f:4.5|. Reported procedure: To a solution of 1-(5-tert-butyl-isoxazol-3-yl)-3-{3-[7-(2-chloro-ethoxy)-6-methoxy-quinazolin-4-ylsulfanyl]-phenyl}-urea from Example 79A (225 mg, 0.426 mmol) in DMF (3 mL) was added 1-methane sulfonyl pyperazine (139.9 mg, 0.852 mmol) followed by diisopropyl ethylamine (0.222 mL, 1.278 mmol) and tetrabutyl ammonium iodide (157.35 mg, 0.426 mmol). The reaction mixture was heated at 60° C. for 3 days. Formation of the product was determined by LCMS. The crude reaction mixture was purified by pre... Reactants: CC(=O)O[BH-](OC(C)=O)OC(C)=O, CC(=O)O, O=CCc1ccccc1, ClCCCl, CN1CCN(C2CCC(n3nc(-c4ccc(C(N)c5ccccc5)cc4)c4c(N)ncnc43)CC2)CC1, [Na+]. Yields the product CN1CCN(C2CCC(n3nc(-c4ccc(C(NCCc5ccccc5)c5ccccc5)cc4)c4c(N)ncnc43)CC2)CC1. RXN SMILES: [C:51]([O:52][BH-:53]([O:54][C:55](=[O:56])[CH3:57])[O:58][C:59](=[O:60])[CH3:61])(=[O:62])[CH3:63].[CH3:47][C:48](=[O:49])[OH:50].[CH:38](=[O:39])[CH2:40][c:41]1[cH:42][cH:43][cH:44][cH:45][cH:46]1.[Cl:65][CH2:66][CH2:67][Cl:68].[NH2:1][CH:2]([c:3]1[cH:4][cH:5][c:6](-[c:9]2[n:10][n:11]([CH:19]3[CH2:20][CH2:21][CH:22]([N:25]4[CH2:26][CH2:27][N:28]([CH3:31])[CH2:29][CH2:30]4)[CH2:23][CH2:24]3)[c:12]3[n:13][cH:14][n:15][c:16]([NH2:18])[c:17]23)[cH:7][cH:8]1)[c:32]1[cH:33][cH:34][cH:35][cH:36][cH:37]1.[Na+:64]>>[NH:1]([CH:2]([c:3]1[cH:4][cH:5][c:6](-[c:9]2[n:10][n:11]([CH:19]3[CH2:20][CH2:21][CH:22]([N:25]4[CH2:26][CH2:27][N:28]([CH3:31])[CH2:29][CH2:30]4)[CH2:23][CH2:24]3)[c:12]3[n:13][cH:14][n:15][c:16]([NH2:18])[c:17]23)[cH:7][cH:8]1)[c:32]1[cH:33][cH:34][cH:35][cH:36][cH:37]1)[CH2:38][CH2:40][c:41]1[cH:42][cH:43][cH:44][cH:45][cH:46]1. Starting materials: C1(CCCC1)COS(=O)(=O)C1=CC=C(C=C1)C (toluen-4-sulphonic acid cyclopentylmethyl ester), COC=1C=C(C=CC1)CC#N (3-methoxy-phenyl-acetonitrile), [H-].[Na+] (NaH). The solvent is CN(C)C=O (DMF). Product: C1(CCCC1)CC(C#N)C1=CC(=CC=C1)OC (3-Cyclopentyl-2-(3-methoxy-phenyl)-propionitrile). The yield is 50.1%. As a reaction SMILES: [CH:1]1([CH2:6]OS(C2C=CC(C)=CC=2)(=O)=O)[CH2:5][CH2:4][CH2:3][CH2:2]1.[CH3:18][O:19][C:20]1[CH:21]=[C:22]([CH2:26][C:27]#[N:28])[CH:23]=[CH:24][CH:25]=1.[H-].[Na+]>CN(C=O)C>[CH:1]1([CH2:6][CH:26]([C:22]2[CH:23]=[CH:24][CH:25]=[C:20]([O:19][CH3:18])[CH:21]=2)[C:27]#[N:28])[CH2:5][CH2:4][CH2:3][CH2:2]1 |f:2.3|. Procedure: By working in a way similar to that described in example 2 but using toluen-4-sulphonic acid cyclopentylmethyl ester (5.09 g, 20 mmoles), obtained as described in example 6, 3-methoxy-phenyl-acetonitrile (2.94 g, 20 mmoles), NaH (55-65%, 880 mg, 22 mmoles) and DMF (25 ml), 2.3 g of the title compound were obtained (yield: 50.1%). The reactants are CN(C([S-])=S)C.C[NH2+]C (dimethylammonium dimethyldithiocarbamate), [N+](=O)([O-])C (nitromethane), C(=S)=S (carbon disulfide), C(C1=CC=CC=C1)=O (benzaldehyde). Solvent: C(C)O (ethanol). The product is CN(C(SC(C1=CC=CC=C1)C[N+](=O)[O-])=S)C (α-(nitromethyl)benzyl dimethyldithiocarbamate). Reaction SMILES: [CH3:1][N:2]([CH3:6])[C:3](=[S:5])[S-:4].C[NH2+]C.C(=S)=S.[CH:13](=O)[C:14]1[CH:19]=[CH:18][CH:17]=[CH:16][CH:15]=1.[N+:21]([CH3:24])([O-:23])=[O:22]>C(O)C>[CH3:1][N:2]([CH3:6])[C:3](=[S:4])[S:5][CH:13]([CH2:24][N+:21]([O-:23])=[O:22])[C:14]1[CH:19]=[CH:18][CH:17]=[CH:16][CH:15]=1 |f:0.1|. Procedure details: A solution of dimethylammonium dimethyldithiocarbamate (16.6 grams, 0.10 mole), carbon disulfide (7.6 grams, 0.10 mole), benzaldehyde (21.2 grams, 0.20 mole) and nitromethane (9.2 grams, 0.15 mole) in 95% ethanol (50 ml.) was allowed to stand at 23° C. for several days. The resulting precipitate was filtered off, washed with cold 95% ethanol, and dried in air. The solid product, which melted at 101° C.-102° C., was recrystallized from 2-propanol to give α-(nitromethyl)benzyl dimethyldithiocarbam... Reactants: CC(=O)[O-], CC(=O)O, CN(C)c1cc(C=O)cc(C(F)(F)F)c1, C[N+](=O)[O-], [NH4+]. Yields the product CN(C)c1cc(C=C[N+](=O)[O-])cc(C(F)(F)F)c1. Reaction SMILES: [CH3:21][C:22](=[O:23])[O-:24].[CH3:25][C:26](=[O:27])[OH:28].[CH3:5][N:6]([c:7]1[cH:8][c:9]([CH:10]=[O:11])[cH:12][c:13]([C:15]([F:16])([F:17])[F:18])[cH:14]1)[CH3:19].[N+:1](=[O:2])([O-:3])[CH3:4].[NH4+:20]>>[N+:1](=[O:2])([O-:3])[CH:4]=[CH:10][c:9]1[cH:8][c:7]([N:6]([CH3:5])[CH3:19])[cH:14][c:13]([C:15]([F:16])([F:17])[F:18])[cH:12]1.